This data is from the Open Reaction Database (ORD), a public repository of structured organic reaction records. The task is: describe an organic reaction: reactants, conditions, products, and yield Reactants: O=C1CC(Nc2cc([N+](=O)[O-])ccc2Cl)=NN1c1c(Cl)c(Cl)c(Cl)c(Cl)c1Cl, [Fe], O=C1N=NC=C1[N+](=O)[O-], O=C(O)C(F)(F)F. Product: Nc1ccc(Cl)c(NC2=NN(c3c(Cl)c(Cl)c(Cl)c(Cl)c3Cl)C(=O)C2)c1. Reaction SMILES: [Cl:1][c:2]1[c:3]([N:12]2[N:13]=[C:14]([NH:18][c:19]3[c:20]([Cl:28])[cH:21][cH:22][c:23]([N+:25]([O-:26])=[O:27])[cH:24]3)[CH2:15][C:16]2=[O:17])[c:4]([Cl:11])[c:5]([Cl:10])[c:6]([Cl:9])[c:7]1[Cl:8].[Fe:45].[N+:29]([C:30]1=[CH:35][N:34]=[N:33][C:31]1=[O:32])([O-:36])=[O:37].[OH:38][C:39]([C:40]([F:41])([F:42])[F:43])=[O:44]>>[Cl:1][c:2]1[c:3]([N:12]2[N:13]=[C:14]([NH:18][c:19]3[c:20]([Cl:28])[cH:21][cH:22][c:23]([NH2:25])[cH:24]3)[CH2:15][C:16]2=[O:17])[c:4]([Cl:11])[c:5]([Cl:10])[c:6]([Cl:9])[c:7]1[Cl:8]. Reactants: cuprous iodide, BrC1=C(C=O)C=CC=C1 (2-bromobenzaldehyde), C1(=CC=CC=C1)P(C1=CC=CC=C1)C1=CC=CC=C1 (triphenylphosphine), C(CC#C)O (3-butyn-1-ol). The reagents and catalysts are [Pd](Cl)Cl (palladium chloride). Solvent: C(C)N(CC)CC (triethylamine), CCOCC (ether). Yields the product OCCC#CC1=C(C=O)C=CC=C1 (2-(4-Hydroxy-1-butyn-1-yl)benzaldehyde). Reaction SMILES: C1(P(C2C=CC=CC=2)C2C=CC=CC=2)C=CC=CC=1.[CH2:20]([OH:24])[CH2:21][C:22]#[CH:23].Br[C:26]1[CH:33]=[CH:32][CH:31]=[CH:30][C:27]=1[CH:28]=[O:29]>C(N(CC)CC)C.CCOCC.[Pd](Cl)Cl>[OH:24][CH2:20][CH2:21][C:22]#[C:23][C:26]1[CH:33]=[CH:32][CH:31]=[CH:30][C:27]=1[CH:28]=[O:29]. Procedure: To a suspension of palladium chloride (11.0 mg, 0.618 mmol) and cuprous iodide (Aldrich gold label, 43.5 mg, 0.229 mmol) in triethylamine (distilled from calcium hydride, 53 mL) was added, sequentially, triphenylphosphine (439 mg, 1.67 mmol), 3-butyn-1-ol (8.0 mL, 106 mmol), and 2-bromobenzaldehyde (10.6 mL, 88.3 mmol). The mixture was refluxed for 7 hours. The mixture was cooled to room temperature, diluted with ether (300 mL) and filtered. The pad was washed with ether (3×50 mL) and the combin... Reactants: CN(C)C(=O)Cl, CCOCc1nc2c(N)nc(C)c(C)c2n1CCCN. The product is CCOCc1nc2c(N)nc(C)c(C)c2n1CCCNC(=O)N(C)C. RXN SMILES: [CH3:1][N:2]([C:3](=[O:4])[Cl:5])[CH3:6].[NH2:7][CH2:8][CH2:9][CH2:10][n:11]1[c:12]([CH2:23][O:24][CH2:25][CH3:26])[n:13][c:14]2[c:15]([NH2:22])[n:16][c:17]([CH3:21])[c:18]([CH3:20])[c:19]12>>[CH3:1][N:2]([C:3](=[O:4])[NH:7][CH2:8][CH2:9][CH2:10][n:11]1[c:12]([CH2:23][O:24][CH2:25][CH3:26])[n:13][c:14]2[c:15]([NH2:22])[n:16][c:17]([CH3:21])[c:18]([CH3:20])[c:19]12)[CH3:6]. The reactants are COC1=CC=C2CCCC(C2=C1)C(=O)O (7-methoxy-1,2,3,4-tetrahydronaphthalene-1-carboxylic acid), C(C)C1=CC=C(S1)CNC1=CC=C(C=C1)C(C)C ([(5-ethylthiophen-2-yl)methyl](4-isopropylphenyl)amine). Product: C(C)C1=CC=C(S1)CN(C(=O)C1CCCC2=CC=C(C=C12)OC)C1=CC=C(C=C1)C(C)C (N-[(5-ethylthiophen-2-yl)methyl]-N-(4-isopropylphenyl)-7-methoxy-1,2,3,4-tetrahydronaphthalene-1-carboxamide). Yield: 14.6%. RXN SMILES: [CH3:1][O:2][C:3]1[CH:12]=[C:11]2[C:6]([CH2:7][CH2:8][CH2:9][CH:10]2[C:13]([OH:15])=O)=[CH:5][CH:4]=1.[CH2:16]([C:18]1[S:22][C:21]([CH2:23][NH:24][C:25]2[CH:30]=[CH:29][C:28]([CH:31]([CH3:33])[CH3:32])=[CH:27][CH:26]=2)=[CH:20][CH:19]=1)[CH3:17]>>[CH2:16]([C:18]1[S:22][C:21]([CH2:23][N:24]([C:25]2[CH:26]=[CH:27][C:28]([CH:31]([CH3:32])[CH3:33])=[CH:29][CH:30]=2)[C:13]([CH:10]2[C:11]3[C:6](=[CH:5][CH:4]=[C:3]([O:2][CH3:1])[CH:12]=3)[CH2:7][CH2:8][CH2:9]2)=[O:15])=[CH:20][CH:19]=1)[CH3:17]. Procedure: By the reaction and treatment in the same manner as in Example 12 using 7-methoxy-1,2,3,4-tetrahydronaphthalene-1-carboxylic acid (0.82 g) and [(5-ethylthiophen-2-yl)methyl](4-isopropylphenyl)amine (1.04 g) as starting materials, N-[(5-ethylthiophen-2-yl)methyl]-N-(4-isopropylphenyl)-7-methoxy-1,2,3,4-tetrahydronaphthalene-1-carboxamide (0.26 g) was obtained. MS (ESI)m/z: 448 [MH]+